Dataset: the Open Reaction Database (ORD), a public repository of structured organic reaction records. Task: describe an organic reaction: reactants, conditions, products, and yield Reactants: COC1=C(C=C(C=C1)CCNC(=O)C1(CCC1)C1=C(C=CC=C1)Cl)C1=CC=CC=C1 (N-[2-(2-methoxy-5-biphenylyl)ethyl]-1-(2-chlorophenyl)cyclobutane carboxamide), P(=O)(Cl)(Cl)Cl (phosphorus oxychloride). The solvent is C(C)#N (acetonitrile). The product is ClC1=C(C=CC=C1)C1(CCC1)C1=NCCC2=CC(=C(C=C12)OC)C1=CC=CC=C1 (1-[1-(2-chlorophenyl)cyclobutyl]-7-methoxy-6-phenyl-3,4-dihydroisoquinoline). As a reaction SMILES: [CH3:1][O:2][C:3]1[CH:8]=[CH:7][C:6]([CH2:9][CH2:10][NH:11][C:12]([C:14]2([C:18]3[CH:23]=[CH:22][CH:21]=[CH:20][C:19]=3[Cl:24])[CH2:17][CH2:16][CH2:15]2)=O)=[CH:5][C:4]=1[C:25]1[CH:30]=[CH:29][CH:28]=[CH:27][CH:26]=1.P(Cl)(Cl)(Cl)=O>C(#N)C>[Cl:24][C:19]1[CH:20]=[CH:21][CH:22]=[CH:23][C:18]=1[C:14]1([C:12]2[C:7]3[C:6](=[CH:5][C:4]([C:25]4[CH:26]=[CH:27][CH:28]=[CH:29][CH:30]=4)=[C:3]([O:2][CH3:1])[CH:8]=3)[CH2:9][CH2:10][N:11]=2)[CH2:15][CH2:16][CH2:17]1. Procedure: A mixture of N-[2-(2-methoxy-5-biphenylyl)ethyl]-1-(2-chlorophenyl)cyclobutane carboxamide (12.5 g, prepared as described in Example E30), phosphorus oxychloride (25 ml) and acetonitrile (150 ml) was heated under reflux for 6 hours. The solvent was removed by distillation and the residue added to a mixture of ice and water. The mixture was extracted with dichloromethane to yield a solid which was recrystallised from propan-2-ol to give 1-[1-(2-chlorophenyl)cyclobutyl]-7-methoxy-6-phenyl-3,4-dihy...